This data is from the Open Reaction Database (ORD), a public repository of structured organic reaction records. The task is: describe an organic reaction: reactants, conditions, products, and yield Starting materials: C[C@H]1[C@H]([C@@](C[C@@H](O1)O[C@@H]2[C@H]([C@@H]([C@H](O[C@H]2OC=3C4=CC5=CC3OC=6C=CC(=CC6Cl)[C@H]([C@H](C(=O)N[C@H](C(=O)N[C@H]5C(=O)N[C@@H]7C=8C=CC(=C(C8)C9=C(C=C(C=C9O)O)[C@H](NC(=O)[C@H]([C@@H](C=1C=CC(=C(C1)Cl)O4)O)NC7=O)C(=O)O)O)CC(=O)N)NC(=O)[C@@H](CC(C)C)NC)O)CO)O)O)(C)N)O.N1C=NC=C1 (Vancomycin imidazole), C(C)O (ethyl alcohol). Run in O (water), Cl (hydochloric acid). Product: C[C@H]1[C@H]([C@@](C[C@@H](O1)O[C@@H]2[C@H]([C@@H]([C@H](O[C@H]2OC=3C4=CC5=CC3OC=6C=CC(=CC6Cl)[C@H]([C@H](C(=O)N[C@H](C(=O)N[C@H]5C(=O)N[C@@H]7C=8C=CC(=C(C8)C9=C(C=C(C=C9O)O)[C@H](NC(=O)[C@H]([C@@H](C=1C=CC(=C(C1)Cl)O4)O)NC7=O)C(=O)O)O)CC(=O)N)NC(=O)[C@@H](CC(C)C)NC)O)CO)O)O)(C)N)O.Cl (Vancomycin hydrochloride). Yield: 179.7%. As a reaction SMILES: [CH3:1][C@@H:2]1[O:7][C@@H:6]([O:8][C@H:9]2[C@H:14]([O:15][C:16]3[C:17]4[O:71][C:67]5=[C:68]([Cl:70])[CH:69]=[C:64]([CH:65]=[CH:66]5)[C@@H:63]([OH:72])[C@@H:62]5[NH:73][C:74](=[O:75])[C@@H:43]([C:44]6[CH:45]=[CH:46][C:47]([OH:79])=[C:48]([C:50]7[C:55]([OH:56])=[CH:54][C:53]([OH:57])=[CH:52][C:51]=7[C@@H:58]([C:76]([OH:78])=[O:77])[NH:59][C:60]5=[O:61])[CH:49]=6)[NH:42][C:40](=[O:41])[C@H:39]5[C:19](=[CH:20][C:21]=3[O:22][C:23]3[CH:24]=[CH:25][C:26]([C@@H:30]([OH:94])[C@@H:31]([NH:84][C:85]([C@H:87]([NH:92][CH3:93])[CH2:88][CH:89]([CH3:91])[CH3:90])=[O:86])[C:32]([NH:34][C@@H:35]([CH2:80][C:81]([NH2:83])=[O:82])[C:36]([NH:38]5)=[O:37])=[O:33])=[CH:27][C:28]=3[Cl:29])[CH:18]=4)[O:13][C@H:12]([CH2:95][OH:96])[C@@H:11]([OH:97])[C@@H:10]2[OH:98])[CH2:5][C@@:4]([NH2:100])([CH3:99])[C@@H:3]1[OH:101].N1C=CN=C1.C(O)C>O.Cl>[CH3:1][C@@H:2]1[O:7][C@@H:6]([O:8][C@H:9]2[C@H:14]([O:15][C:16]3[C:17]4[O:71][C:67]5=[C:68]([Cl:70])[CH:69]=[C:64]([CH:65]=[CH:66]5)[C@@H:63]([OH:72])[C@@H:62]5[NH:73][C:74](=[O:75])[C@@H:43]([C:44]6[CH:45]=[CH:46][C:47]([OH:79])=[C:48]([C:50]7[C:55]([OH:56])=[CH:54][C:53]([OH:57])=[CH:52][C:51]=7[C@@H:58]([C:76]([OH:78])=[O:77])[NH:59][C:60]5=[O:61])[CH:49]=6)[NH:42][C:40](=[O:41])[C@H:39]5[C:19](=[CH:20][C:21]=3[O:22][C:23]3[CH:24]=[CH:25][C:26]([C@@H:30]([OH:94])[C@@H:31]([NH:84][C:85]([C@H:87]([NH:92][CH3:93])[CH2:88][CH:89]([CH3:90])[CH3:91])=[O:86])[C:32]([NH:34][C@@H:35]([CH2:80][C:81]([NH2:83])=[O:82])[C:36]([NH:38]5)=[O:37])=[O:33])=[CH:27][C:28]=3[Cl:29])[CH:18]=4)[O:13][C@H:12]([CH2:95][OH:96])[C@@H:11]([OH:97])[C@@H:10]2[OH:98])[CH2:5][C@@:4]([NH2:100])([CH3:99])[C@@H:3]1[OH:101].[ClH:29] |f:0.1,5.6|. Reported procedure: The Vancomycin/imidazole crystals (0.5 g) were dissolved in water (2.5 ml) by the addition of hydochloric acid (6N) to pH 2.0 and the solution added to ethyl alcohol (25 ml). After 2 h at 0° C. the precipitate was harvested by filtration, washed with diethyl ether (5 ml) and dried in vacuo to give Vancomycin hydrochloride (0.44 g, Vancomycin assay 1.04 g/g). Starting materials: CC(=CC(=O)O)C (3,3-dimethyl acrylic acid), C1=CC=CC=C1 (benzene), [Cl-].[Al+3].[Cl-].[Cl-] (aluminum chloride). The product is CC1(CC(C2=CC=CC=C12)=O)C (3,3-dimethyl-indan-1-one). Yield: 73.0%. As a reaction SMILES: [CH3:1][C:2]([CH3:7])=[CH:3][C:4](O)=[O:5].[Cl-].[Al+3].[Cl-].[Cl-].[CH:12]1[CH:17]=[CH:16][CH:15]=[CH:14][CH:13]=1>>[CH3:1][C:2]1([CH3:7])[C:17]2[C:12](=[CH:13][CH:14]=[CH:15][CH:16]=2)[C:4](=[O:5])[CH2:3]1 |f:1.2.3.4|. Reported procedure: A solution of 25.0 g (0.25 moles) of 3,3-dimethyl acrylic acid in 250 ml of benzene was cooled to 0° C. in an ice bath. To this solution, 99 g (0.75 moles) of anhydrous aluminum chloride was slowly added using a spatula over a period of 20 minutes with stirring, after which the ice bath was removed and the reaction mixture was gradually heated to reflux. The reaction mixture was refluxed for ˜7-8 h, then excess benzene was distilled off and the mixture was quenched with ice-cold dilute hydrochlo... Starting materials: [Al+3], CC(C)(O)c1ccc(C#N)c(F)c1, [H-], [H-], [H-], [H-], [Li+], C1CCOC1. The product is CC(C)(O)c1ccc(CN)c(F)c1. RXN SMILES: [Al+3:15].[F:1][c:2]1[c:3]([C:4]#[N:5])[cH:6][cH:7][c:8]([C:10]([CH3:11])([CH3:12])[OH:13])[cH:9]1.[H-:14].[H-:17].[H-:18].[H-:19].[Li+:16].[O:20]1[CH2:21][CH2:22][CH2:23][CH2:24]1>>[F:1][c:2]1[c:3]([CH2:4][NH2:5])[cH:6][cH:7][c:8]([C:10]([CH3:11])([CH3:12])[OH:13])[cH:9]1. Starting materials: C(C(C)(C)C)(=O)OCN1N=NC(=C1)CCCC(NC1CCNCC1)=O ((4-(4-oxo-4-(piperidin-4-ylamino)butyl)-1H-1,2,3-triazol-1-yl)methyl pivalate), ClC1=C(C=CC(=C1)Cl)CCC(=O)O (3-(2,4-dichlorophenyl)propanoic acid). Product: ClC1=C(C=CC(=C1)Cl)CCC(=O)N1CCC(CC1)NC(CCCC=1N=NNC1)=O (N-(1-(3-(2,4-Dichlorophenyl)propanoyl)piperidin-4-yl)-4-(1H-1,2,3-triazol-4-yl)butanamide). As a reaction SMILES: C(OC[N:9]1[CH:13]=[C:12]([CH2:14][CH2:15][CH2:16][C:17](=[O:25])[NH:18][CH:19]2[CH2:24][CH2:23][NH:22][CH2:21][CH2:20]2)[N:11]=[N:10]1)(=O)C(C)(C)C.[Cl:26][C:27]1[CH:32]=[C:31]([Cl:33])[CH:30]=[CH:29][C:28]=1[CH2:34][CH2:35][C:36](O)=[O:37]>>[Cl:26][C:27]1[CH:32]=[C:31]([Cl:33])[CH:30]=[CH:29][C:28]=1[CH2:34][CH2:35][C:36]([N:22]1[CH2:21][CH2:20][CH:19]([NH:18][C:17](=[O:25])[CH2:16][CH2:15][CH2:14][C:12]2[N:11]=[N:10][NH:9][CH:13]=2)[CH2:24][CH2:23]1)=[O:37]. Procedure details: The title compound was prepared from (4-(4-oxo-4-(piperidin-4-ylamino)butyl)-1H-1,2,3-triazol-1-yl)methyl pivalate (Example 37, step 5) (200 mg, 0.516 mmol) and commercially available 3-(2,4-dichlorophenyl)propanoic acid (Fisher) (113 mg, 0.516 mmol) analogously to Example 38, steps 1 and 2;